From a dataset of the Open Reaction Database (ORD), a public repository of structured organic reaction records. describe an organic reaction: reactants, conditions, products, and yield Reactants: CC(C)(C)OC(=O)Nc1cc(N2CCSCC2)c(C(F)(F)F)cc1N, Cc1cc(-c2cccc(C(=O)CC(=O)OC(C)(C)C)c2)on1. Yields the product Cc1cc(-c2cccc(C(=O)CC(=O)Nc3cc(C(F)(F)F)c(N4CCSCC4)cc3NC(=O)OC(C)(C)C)c2)on1. As a reaction SMILES: [C:1]([CH3:2])([CH3:3])([CH3:4])[O:5][C:6]([NH:7][c:8]1[c:9]([NH2:24])[cH:10][c:11]([C:20]([F:21])([F:22])[F:23])[c:12]([N:14]2[CH2:15][CH2:16][S:17][CH2:18][CH2:19]2)[cH:13]1)=[O:25].[C:26]([CH3:28])([CH3:29])([O:30][C:31](=[O:27])[CH2:32][C:33](=[O:34])[c:35]1[cH:36][c:37](-[c:41]2[cH:42][c:43]([CH3:46])[n:44][o:45]2)[cH:38][cH:39][cH:40]1)[CH3:47]>>[C:1]([CH3:2])([CH3:3])([CH3:4])[O:5][C:6]([NH:7][c:8]1[c:9]([NH:24][C:31](=[O:30])[CH2:32][C:33](=[O:34])[c:35]2[cH:36][c:37](-[c:41]3[cH:42][c:43]([CH3:46])[n:44][o:45]3)[cH:38][cH:39][cH:40]2)[cH:10][c:11]([C:20]([F:21])([F:22])[F:23])[c:12]([N:14]2[CH2:15][CH2:16][S:17][CH2:18][CH2:19]2)[cH:13]1)=[O:25]. Reactants: N (ammonia), C(CCC#N)CC#N (adipodinitrile). Yields the product NCCCCCCN (hexamethylenediamine), NC1C(CCCC1)N (1,2-diaminocyclohexane), NC1C(CCC1)N (2-aminocyclopentylamine). As a reaction SMILES: [CH2:1]([CH2:6][C:7]#[N:8])[CH2:2][CH2:3][C:4]#[N:5].[NH3:9]>>[NH2:5][CH2:4][CH2:3][CH2:2][CH2:1][CH2:6][CH2:7][NH2:8].[NH2:5][CH:4]1[CH2:3][CH2:2][CH2:1][CH2:6][CH:7]1[NH2:8].[NH2:9][CH:3]1[CH2:2][CH2:1][CH2:6][CH:7]1[NH2:8]. Reported procedure: After the cooling process, the high pressure vessel is charged, by a trickle-bed procedure and under a hydrogen pressure of 270 bar, with 0.4 liters/hour of adipodinitrile, 1.2 liters/hour of liquid ammonia and 4.5 liters/hour of crude hydrogenation mixture, the temperature in this procedure being kept at 140° C. Analysis of the crude hexamethylenediamine by gas chromatography after the ammonia has been evaporated from the hydrogenation mixture gives 99.69% by weight of hexamethylenediamine, 0.0... Starting materials: ClC=1C=NC=C(C1SC1=C(C=C(S1)C(=O)O)[N+](=O)[O-])Cl (5-[(3,5-dichloro-4-pyridyl)sulfanyl]-4-nitro-thiophene-2-carboxylic acid), CC=1N=C(SC1)N (4-methyl-thiazol-2-amine). Product: ClC=1C=NC=C(C1SC1=C(C=C(S1)C(=O)NC=1SC=C(N1)C)[N+](=O)[O-])Cl (5-((3,5-dichloropyridin-4-yl)thio)-N-(4-methylthiazol-2-yl)-4-nitrothiophene-2-carboxamide), solid. Isolated yield 26.0%. Reaction SMILES: [Cl:1][C:2]1[CH:3]=[N:4][CH:5]=[C:6]([Cl:20])[C:7]=1[S:8][C:9]1[S:13][C:12]([C:14]([OH:16])=O)=[CH:11][C:10]=1[N+:17]([O-:19])=[O:18].[CH3:21][C:22]1[N:23]=[C:24]([NH2:27])[S:25][CH:26]=1>>[Cl:20][C:6]1[CH:5]=[N:4][CH:3]=[C:2]([Cl:1])[C:7]=1[S:8][C:9]1[S:13][C:12]([C:14]([NH:27][C:24]2[S:25][CH:26]=[C:22]([CH3:21])[N:23]=2)=[O:16])=[CH:11][C:10]=1[N+:17]([O-:19])=[O:18]. Procedure details: Prepared according to the procedure described for example 70 from 5-[(3,5-dichloro-4-pyridyl)sulfanyl]-4-nitro-thiophene-2-carboxylic acid (200 mg, 0.57 mmol) and 4-methyl-thiazol-2-amine (78 mg, 0.68 mmol). The title compound was obtained as a yellow solid (65 mg, 26% yield). 1H NMR (400 MHz, d6-DMSO) δ: 9.01 (2H, m), 7.24 (1H, m), 6.88 (1H, m), 2.23 (3H, m). MS m/z: 446.92, 448.97 [M+H]+. Starting materials: CC1=NC=C(C=C1)OCC(F)(F)F (2-methyl-5-(2,2,2-trifluoroethoxy)-pyridine), C1CC(=O)N(C1=O)Br (NBS), C(C1=CC=CC=C1)(=O)OOC(C1=CC=CC=C1)=O (benzoyl peroxide), C1CC(=O)N(C1=O)Br (NBS), C(C1=CC=CC=C1)(=O)OOC(C1=CC=CC=C1)=O (benzoyl peroxide), C(Cl)(Cl)(Cl)Cl (carbon tetrachloride). Solvent: C(Cl)Cl (DCM). Conditions: temperature 80 celsius. Product: BrCC1=NC=C(C=C1)OCC(F)(F)F (2-Bromomethyl-5-(2,2,2-trifluoroethoxy)-pyridine). The yield is 13.0%. Reaction SMILES: [CH3:1][C:2]1[CH:7]=[CH:6][C:5]([O:8][CH2:9][C:10]([F:13])([F:12])[F:11])=[CH:4][N:3]=1.C1C(=O)N([Br:21])C(=O)C1.C(OOC(=O)C1C=CC=CC=1)(=O)C1C=CC=CC=1.C(Cl)(Cl)(Cl)Cl>C(Cl)Cl>[Br:21][CH2:1][C:2]1[CH:7]=[CH:6][C:5]([O:8][CH2:9][C:10]([F:11])([F:13])[F:12])=[CH:4][N:3]=1. Procedure: Add 2-methyl-5-(2,2,2-trifluoroethoxy)-pyridine (2.5 g, 13.1 mmol), NBS (2.3 g, 13.1 mmol) and benzoyl peroxide (50 mg) to a flask containing carbon tetrachloride (30 mL). Heat the mixture at 80° C. in a sealed flask for 16 h. Cool the flask, add NBS (1.1 g, 6.5 mmol) and benzoyl peroxide (100 mg), then continue heating at 80° C. for an additional 5 h. Cool the mixture, dilute with DCM, then wash with saturated sodium bisulfite (10 mL). Collect the organic layer and concentrate in vacuo. Purify ... Starting materials: COc1cc(C=O)c(cc1[Cl])F, CC1=CN=C(C=C1)N, [C-]#[N+]C1CCCCC1. Reagents/catalysts: O=C(O)C(F)(F)F (trifluoroacetic acid). The solvent is CC(C)O (isopropyl alcohol), CC(C)O (isopropylalcohol). Run at temperature 22 celsius, time 20 hour. The product is Cc1ccc2nc(c3cc(c(cc3F)[Cl])OC)c(NC3CCCCC3)n2c1. Yield: 9.9%. As a reaction SMILES: CC1=CC=C(N)N=C1.[C-]#[N+]C1CCCCC1.COC1=CC(C=O)=C(F)C=C1Cl>>COC1=C(Cl)C=C(F)C(=C1)C1=C(NC2CCCCC2)N2C=C(C)C=CC2=N1.